Dataset: the Open Reaction Database (ORD), a public repository of structured organic reaction records. Task: describe an organic reaction: reactants, conditions, products, and yield Product: Cc1cnc(N2CCN(C(=O)c3ccc(N4C(=O)OCC4c4ccccc4)cc3)CC2)c(C)c1. Reactants: C1COCCO1, Cc1cnc(N2CCNCC2)c(C)c1, CO, Cl, [Na+], CCOC(=O)c1ccc(N2C(=O)OCC2c2ccccc2)cc1, [OH-], O. RXN SMILES: [CH2:43]1[O:44][CH2:45][CH2:46][O:47][CH2:48]1.[CH3:27][c:28]1[c:29]([N:35]2[CH2:36][CH2:37][NH:38][CH2:39][CH2:40]2)[n:30][cH:31][c:32]([CH3:34])[cH:33]1.[CH3:41][OH:42].[ClH:26].[Na+:25].[O:1]=[C:2]1[O:3][CH2:4][CH:5]([c:18]2[cH:19][cH:20][cH:21][cH:22][cH:23]2)[N:6]1[c:7]1[cH:8][cH:9][c:10]([C:11]([O:13][CH2:12][CH3:14])=[O:15])[cH:16][cH:17]1.[OH-:24].[OH2:49]>>[O:1]=[C:2]1[O:3][CH2:4][CH:5]([c:18]2[cH:19][cH:20][cH:21][cH:22][cH:23]2)[N:6]1[c:7]1[cH:8][cH:9][c:10]([C:11](=[O:13])[N:38]2[CH2:37][CH2:36][N:35]([c:29]3[c:28]([CH3:27])[cH:33][c:32]([CH3:34])[cH:31][n:30]3)[CH2:40][CH2:39]2)[cH:16][cH:17]1. Reactants: NC1=NC(=C(C(=N1)N)OCCCOC1=C(C=CC=C1)OCCCC(=O)O)CC (2,4-diamino-6-ethyl-5-(3-(2-(3-carboxypropoxy)phenoxy)propoxy)pyrimidine), Cl (HCl). The solvent is O (water). The product is Cl.NC1=NC(=C(C(=N1)N)OCCCOC1=C(C=CC=C1)OCCCC(=O)O)CC (2,4-diamino-6-ethyl-5-(3-(2-(3-carboxypropoxy)phenoxy)propoxy)pyrimidine hydrochloride). Reaction SMILES: [NH2:1][C:2]1[N:7]=[C:6]([NH2:8])[C:5]([O:9][CH2:10][CH2:11][CH2:12][O:13][C:14]2[CH:19]=[CH:18][CH:17]=[CH:16][C:15]=2[O:20][CH2:21][CH2:22][CH2:23][C:24]([OH:26])=[O:25])=[C:4]([CH2:27][CH3:28])[N:3]=1.[ClH:29]>O>[ClH:29].[NH2:1][C:2]1[N:7]=[C:6]([NH2:8])[C:5]([O:9][CH2:10][CH2:11][CH2:12][O:13][C:14]2[CH:19]=[CH:18][CH:17]=[CH:16][C:15]=2[O:20][CH2:21][CH2:22][CH2:23][C:24]([OH:26])=[O:25])=[C:4]([CH2:27][CH3:28])[N:3]=1 |f:3.4|. Reported procedure: To a suspension of 2,4-diamino-6-ethyl-5-(3-(2-(3-carboxypropoxy)phenoxy)propoxy)pyrimidine (0.3904 g, 1 mmol) in water (1 mL) was added one equivalent of concentrated HCl. The titled compound was obtained, after trituration of the reaction mixture with diethyl ether, as a white crystalline solid (0.4055 g, 95%). 1H NMR (400 MHz, DMSO-d6): 1.09 (3H, t, J=7.5 Hz), 1.90 (2H, m), 2.18 (2H, m), 2.38 (2H, t, J=7.3 Hz), 2.48 (2H, q, J=7.5 Hz), 3.89 (2H, t, J=6.1 Hz), 3.95 (2H, t, J=6.4 Hz), 4.12 (2H, ... Procedure details: By similar method as example 2, resolved (S)-1-[1-(4-chlorophenyl)cyclobutyl]-3-methylbutylamine (II-S) (250 mg) was condensed with Boc-L-isoleucine (210 mg) to give the title compound (2S, 3S)-2-(Boc-amino)-N-{(S)-1-[1-(4-chlorophenyl)cyclobutyl]-3-methylbutyl}-3-methylvaleramide. RXN SMILES: [Cl:1][C:2]1[CH:7]=[CH:6][C:5]([C:8]2([C@@H:12]([NH2:17])[CH2:13][CH:14]([CH3:16])[CH3:15])[CH2:11][CH2:10][CH2:9]2)=[CH:4][CH:3]=1.[C:18]([NH:25][C@H:26]([C:31](O)=[O:32])[C@H:27]([CH2:29][CH3:30])[CH3:28])([O:20][C:21]([CH3:24])([CH3:23])[CH3:22])=[O:19]>>[C:18]([NH:25][C@@H:26]([C@@H:27]([CH3:28])[CH2:29][CH3:30])[C:31]([NH:17][C@H:12]([C:8]1([C:5]2[CH:4]=[CH:3][C:2]([Cl:1])=[CH:7][CH:6]=2)[CH2:11][CH2:10][CH2:9]1)[CH2:13][CH:14]([CH3:15])[CH3:16])=[O:32])([O:20][C:21]([CH3:22])([CH3:23])[CH3:24])=[O:19]. The product is C(=O)(OC(C)(C)C)N[C@H](C(=O)N[C@@H](CC(C)C)C1(CCC1)C1=CC=C(C=C1)Cl)[C@H](CC)C ((2S, 3S)-2-(Boc-amino)-N-{(S)-1-[1-(4-chlorophenyl)cyclobutyl]-3-methylbutyl}-3-methylvaleramide). The reactants are ClC1=CC=C(C=C1)C1(CCC1)[C@H](CC(C)C)N ((S)-1-[1-(4-chlorophenyl)cyclobutyl]-3-methylbutylamine), C(=O)(OC(C)(C)C)N[C@@H]([C@@H](C)CC)C(=O)O (Boc-L-isoleucine). The reactants are FC1=C(C#N)C=CC=C1 (2-fluorobenzonitrile), C(CCC)O (n-butanol), [N-]=[N+]=[N-].[Na+] (NaN3), C(C)(=O)O (acetic acid), [N-]=[N+]=[N-].[Na+] (NaN3), C(C)(=O)O (acetic acid). Run in C(C)OCC (diethyl ether). Yields the product FC1=C(C=CC=C1)C1=NN=NN1 (5-(2-fluorophenyl)-1H-tetrazole), solid. The yield is 68.9%. RXN SMILES: [F:1][C:2]1[CH:9]=[CH:8][CH:7]=[CH:6][C:3]=1[C:4]#[N:5].C(O)CCC.[N-:15]=[N+:16]=[N-:17].[Na+].C(O)(=O)C>C(OCC)C>[F:1][C:2]1[CH:9]=[CH:8][CH:7]=[CH:6][C:3]=1[C:4]1[NH:17][N:16]=[N:15][N:5]=1 |f:2.3|. Procedure: The 5-(2-fluorophenyl)-1H-tetrazole starting material was prepared as follows. A 3-necked 500 ml round-bottom flask was charged with 2-fluorobenzonitrile (48.4 g, 0.4 mol), n-butanol (160 ml), NaN3 (34.3 g, 0.528 mol) and glacial acetic acid (31.7 g, 0.528 mol). The mixture was warmed to a mild reflux for 24 h under nitrogen behind a safety shield. After the mixture had cooled to room temperature, it was again charged with NaN3 (34.3 g, 0.528 mol) and glacial acetic acid (31.7 g, 0.528 mol). The... Reactants: FC1=C(C(=O)Cl)C(=CC(=C1)F)F (2,4,6-trifluorobenzoyl chloride), C1=CC=CC=C1 (benzene), ferric chloride. Run in O (water). Yields the product C1(=CC=CC=C1)C(=O)C1=C(C=C(C=C1F)F)F (phenyl(2,4,6-trifluorophenyl)methanone). RXN SMILES: [F:1][C:2]1[CH:10]=[C:9]([F:11])[CH:8]=[C:7]([F:12])[C:3]=1[C:4](Cl)=[O:5].[CH:13]1[CH:18]=[CH:17][CH:16]=[CH:15][CH:14]=1>O>[C:13]1([C:4]([C:3]2[C:2]([F:1])=[CH:10][C:9]([F:11])=[CH:8][C:7]=2[F:12])=[O:5])[CH:18]=[CH:17][CH:16]=[CH:15][CH:14]=1. Procedure: 2,4,6-trifluorobenzoyl chloride (5.0 g), benzene (5 ml) and ferric chloride (1.39 g) were heated at 80° C. for 16 h, then allowed to cool to room temperature. The reaction mixture was diluted with water, extracted with ethyl acetate (×2) and the combined organic extracts washed with brine, dried (MgSO4) and evaporated under reduced pressure (5.80 g).